Dataset: the Open Reaction Database (ORD), a public repository of structured organic reaction records. Task: describe an organic reaction: reactants, conditions, products, and yield Reactants: C(C1=CC=CC=C1)N (monobenzylamine), C(C1=CC=CC=C1)OC(=O)N[C@@H](CO)C(=O)N[C@@H](C)P(O)(O)=O ((1R)-1-[(N-benzyloxycarbonyl-L-seryl)amino]-ethylphosphonic acid). Product: N[C@@H](CO)C(=O)N[C@@H](C)P(O)(O)=O ((1R)-1-(L-serylamino)-ethylphosphonic acid). RXN SMILES: C(N)C1C=CC=CC=1.C(OC([NH:19][C@H:20]([C:23]([NH:25][C@H:26]([P:28](=[O:31])([OH:30])[OH:29])[CH3:27])=[O:24])[CH2:21][OH:22])=O)C1C=CC=CC=1>>[NH2:19][C@H:20]([C:23]([NH:25][C@H:26]([P:28](=[O:29])([OH:31])[OH:30])[CH3:27])=[O:24])[CH2:21][OH:22]. Procedure: In a manner analogous to that described in Example 3(ii), from the monobenzylamine salt of (1R)-1-[(N-benzyloxycarbonyl-L-seryl)amino]-ethylphosphonic acid there was obtained (1R)-1-(L-serylamino)-ethylphosphonic acid of melting point 250°-251° C. (decomposition); [α]D20 =-41.7° (c=0.5% in water).